This data is from the Open Reaction Database (ORD), a public repository of structured organic reaction records. The task is: describe an organic reaction: reactants, conditions, products, and yield Reactants: NC([C@H](CC1=CC=C(C=C1)O)NC([C@H](C)NC([C@H](C)NC(CNC=1SC(=CN1)C=O)=O)=O)=O)=O ((S)-N-((S)-1-Amino-3-(4-hydroxyphenyl)-1-oxopropan-2-yl)-2-((S)-2-(2-(5-formylthiazol-2-ylamino)acetamido)propanamido)propanamide), [BH4-].[Na+] (sodium borohydride). The solvent is CCO.O (EtOH H2O). Run at time 1.5 hour. Product: NC([C@H](CC1=CC=C(C=C1)O)NC([C@H](C)NC([C@H](C)NC(CNC=1SC(=CN1)CO)=O)=O)=O)=O ((S)-N-((S)-1-Amino-3-(4-hydroxyphenyl)-1-oxopropan-2-yl)-2-((S)-2-(2-(5-(hydroxymethyl)thiazol-2-ylamino)acetamido)propanamido)propanamide). Reaction SMILES: [NH2:1][C:2](=[O:34])[C@@H:3]([NH:12][C:13](=[O:33])[C@@H:14]([NH:16][C:17](=[O:32])[C@@H:18]([NH:20][C:21](=[O:31])[CH2:22][NH:23][C:24]1[S:25][C:26]([CH:29]=[O:30])=[CH:27][N:28]=1)[CH3:19])[CH3:15])[CH2:4][C:5]1[CH:10]=[CH:9][C:8]([OH:11])=[CH:7][CH:6]=1.[BH4-].[Na+]>CCO.O>[NH2:1][C:2](=[O:34])[C@@H:3]([NH:12][C:13](=[O:33])[C@@H:14]([NH:16][C:17](=[O:32])[C@@H:18]([NH:20][C:21](=[O:31])[CH2:22][NH:23][C:24]1[S:25][C:26]([CH2:29][OH:30])=[CH:27][N:28]=1)[CH3:19])[CH3:15])[CH2:4][C:5]1[CH:6]=[CH:7][C:8]([OH:11])=[CH:9][CH:10]=1 |f:1.2,3.4|. Procedure details: To a suspension of material from Example 7 (13.2 mg, 0.022 mmol) in EtOH/H2O (4:1) (1.5 mL) is added solid sodium borohydride (7.8 mg, 0.206 mmol) in 2 equal portions over 1 b. After the addition is complete, the reaction is stirred at room temp for 1.5 h and evaporated to dryness to give the title compound (quantitative yield) as a white solid that is used crude in the next step. LC/MS (Condition A): ret. T=0.94-1.16 min, (M+Na) 515.